This data is from the Open Reaction Database (ORD), a public repository of structured organic reaction records. The task is: describe an organic reaction: reactants, conditions, products, and yield Starting materials: NC1=C(C=NC=C1)C (4-amino-3-picoline), ClC=1C=CC(=C(C1)C1=NC2=C(C(=N1)I)C(CC2)C)F (2-(5-chloro-2-fluorophenyl)-4-iodo-5-methyl-6,7-dihydro-5H-cyclopentapyrimidine), C(=O)([O-])[O-].[Cs+].[Cs+] (Cs2CO3). Reagents/catalysts: CC(=O)[O-].CC(=O)[O-].[Pd+2] (Pd(OAc)2), C=1C=CC(=CC1)P(C=2C=CC=CC2)C3=CC=C4C=CC=CC4=C3C5=C6C=CC=CC6=CC=C5P(C=7C=CC=CC7)C=8C=CC=CC8 (BINAP). The solvent is O1CCOCC1 (dioxane). Run at temperature 80 celsius. Yields the product ClC=1C=CC(=C(C1)C1=NC2=C(C(=N1)NC1=C(C=NC=C1)C)C(CC2)C)F ([2-(5-Chloro-2-fluorophenyl)-5-methyl-6,7-dihydro-5H-cyclopentapyrimidin-4-yl]-(3-methyl-pyridin-4-yl)-amine). Yield: 95.5%. RXN SMILES: [Cl:1][C:2]1[CH:3]=[CH:4][C:5]([F:19])=[C:6]([C:8]2[N:13]=[C:12](I)[C:11]3[CH:15]([CH3:18])[CH2:16][CH2:17][C:10]=3[N:9]=2)[CH:7]=1.[NH2:20][C:21]1[CH:26]=[CH:25][N:24]=[CH:23][C:22]=1[CH3:27].C([O-])([O-])=O.[Cs+].[Cs+]>O1CCOCC1.CC([O-])=O.CC([O-])=O.[Pd+2].C1C=CC(P(C2C(C3C(P(C4C=CC=CC=4)C4C=CC=CC=4)=CC=C4C=3C=CC=C4)=C3C(C=CC=C3)=CC=2)C2C=CC=CC=2)=CC=1>[Cl:1][C:2]1[CH:3]=[CH:4][C:5]([F:19])=[C:6]([C:8]2[N:13]=[C:12]([NH:20][C:21]3[CH:26]=[CH:25][N:24]=[CH:23][C:22]=3[CH3:27])[C:11]3[CH:15]([CH3:18])[CH2:16][CH2:17][C:10]=3[N:9]=2)[CH:7]=1 |f:2.3.4,6.7.8|. Procedure: To a solution of 2-(5-chloro-2-fluorophenyl)-4-iodo-5-methyl-6,7-dihydro-5H-cyclopentapyrimidine (275 mg, 0.71 mmol, 1 eq) in dioxane (5 ml) was added Pd(OAc)2 (8 mg, 0.04 mmol, 0.05 eq) followed by BINAP (33 mg, 0.05 mmol, 0.075 eq), 4-amino-3-picoline (84 mg, 0.78 mmol, 1.1 eq) and Cs2CO3 (347 mg, 1.06 mmol, 1.5 eq). The reaction mixture was heated to 80° C. for 15 h. The reaction mixture was cooled to r.t. and filtered through Celite® and the crude material was purified by flash column chroma... Starting materials: BrCCCCBr, CC(C)(C)OC(=O)n1ccc2cc(O)ccc21, CC(C)=O, [K+], [K+], O=C([O-])[O-]. Product: CC(C)(C)OC(=O)n1ccc2cc(OCCCCBr)ccc21. As a reaction SMILES: [Br:24][CH2:25][CH2:26][CH2:27][CH2:28][Br:29].[C:1]([CH3:2])([CH3:3])([CH3:4])[O:5][C:6](=[O:7])[n:8]1[cH:9][cH:10][c:11]2[cH:12][c:13]([OH:17])[cH:14][cH:15][c:16]12.[CH3:30][C:31](=[O:32])[CH3:33].[K+:18].[K+:19].[O-:20][C:21]([O-:22])=[O:23]>>[C:1]([CH3:2])([CH3:3])([CH3:4])[O:5][C:6](=[O:7])[n:8]1[cH:9][cH:10][c:11]2[cH:12][c:13]([O:17][CH2:28][CH2:27][CH2:26][CH2:25][Br:24])[cH:14][cH:15][c:16]12. Starting materials: CN(C)CCc1cn(C(=O)OC(C)(C)C)c2ccc(OCc3ccccc3)cc12, CCO, Cl. Yields the product CN(C)CCc1cn(C(=O)OC(C)(C)C)c2ccc(O)cc12. RXN SMILES: [C:1]([CH3:2])([CH3:3])([CH3:4])[O:5][C:6](=[O:7])[n:8]1[cH:9][c:10]([CH2:25][CH2:26][N:27]([CH3:28])[CH3:29])[c:11]2[cH:12][c:13]([O:17][CH2:18][c:19]3[cH:20][cH:21][cH:22][cH:23][cH:24]3)[cH:14][cH:15][c:16]12.[CH3:31][CH2:32][OH:33].[ClH:30]>>[C:1]([CH3:2])([CH3:3])([CH3:4])[O:5][C:6](=[O:7])[n:8]1[cH:9][c:10]([CH2:25][CH2:26][N:27]([CH3:28])[CH3:29])[c:11]2[cH:12][c:13]([OH:17])[cH:14][cH:15][c:16]12.